The task is: describe an organic reaction: reactants, conditions, products, and yield. This data is from the Open Reaction Database (ORD), a public repository of structured organic reaction records. Reactants: C1OC2=C(CC(C(=O)OC(C)(C)C)CO)C=CC=C2OC1 (tert-butyl 2-(2,3-ethylenedioxybenzyl)-3-hydroxypropionate), C1(=CC=C(C=C1)S(=O)(=O)Cl)C (p-toluenesulfonyl chloride). Solvent: N1=CC=CC=C1 (pyridine). The product is C1OC2=C(CC(C(=O)OC(C)(C)C)COS(=O)(=O)C3=CC=C(C=C3)C)C=CC=C2OC1 (tert-butyl 2-(2,3-ethylenedioxybenzyl)-3-p-toluenesulfonyloxypropionate). Yield: 70.9%. As a reaction SMILES: [CH2:1]1[CH2:21][O:20][C:19]2[C:3](=[C:4]([CH:16]=[CH:17][CH:18]=2)[CH2:5][CH:6]([CH2:14][OH:15])[C:7]([O:9][C:10]([CH3:13])([CH3:12])[CH3:11])=[O:8])[O:2]1.[C:22]1([CH3:32])[CH:27]=[CH:26][C:25]([S:28](Cl)(=[O:30])=[O:29])=[CH:24][CH:23]=1>N1C=CC=CC=1>[CH2:1]1[CH2:21][O:20][C:19]2[C:3](=[C:4]([CH:16]=[CH:17][CH:18]=2)[CH2:5][CH:6]([CH2:14][O:15][S:28]([C:25]2[CH:26]=[CH:27][C:22]([CH3:32])=[CH:23][CH:24]=2)(=[O:30])=[O:29])[C:7]([O:9][C:10]([CH3:13])([CH3:12])[CH3:11])=[O:8])[O:2]1. Procedure details: 238 mg of tert-butyl 2-(2,3-ethylenedioxybenzyl)-3-hydroxypropionate was dissolved in 4 ml of dry pyridine, and 170 mg of p-toluenesulfonyl chloride was added thereto. The mixture was reacted at room temperature overnight and then concentrated under reduced pressure. The residue was dissolved in 50 ml of ethyl acetate and washed sequentially with 50 ml of a 5% potassium hydrogensulfate aqueous solution, with 50 ml of a 4% sodium hydrogencarbonate aqueous solution and with 50 ml of a saturated so... Reactants: BrC=1C(=NC=C(C(=O)NC2=CC=C(C=C2)OC(F)(F)F)C1)N(C)CCO (5-bromo-6-((2-hydroxyethyl)(methyl)amino)-N-(4-(trifluoromethoxy)phenyl)nicotinamide), CC1=CC=C(C=N1)B(O)O ((6-methylpyridin-3-yl)boronic acid). Yields the product OCCN(C1=NC=C(C=C1C=1C=NC(=CC1)C)C(=O)NC1=CC=C(C=C1)OC(F)(F)F)C (2-((2-Hydroxyethyl)(methyl)amino)-6′-methyl-N-(4-(trifluoromethoxy)phenyl)-[3,3′-bipyridine]-5-carboxamide). Reaction SMILES: Br[C:2]1[C:3]([N:22]([CH2:24][CH2:25][OH:26])[CH3:23])=[N:4][CH:5]=[C:6]([CH:21]=1)[C:7]([NH:9][C:10]1[CH:15]=[CH:14][C:13]([O:16][C:17]([F:20])([F:19])[F:18])=[CH:12][CH:11]=1)=[O:8].[CH3:27][C:28]1[N:33]=[CH:32][C:31](B(O)O)=[CH:30][CH:29]=1>>[OH:26][CH2:25][CH2:24][N:22]([CH3:23])[C:3]1[C:2]([C:31]2[CH:32]=[N:33][C:28]([CH3:27])=[CH:29][CH:30]=2)=[CH:21][C:6]([C:7]([NH:9][C:10]2[CH:15]=[CH:14][C:13]([O:16][C:17]([F:20])([F:19])[F:18])=[CH:12][CH:11]=2)=[O:8])=[CH:5][N:4]=1. Procedure: The title compound was prepared in an analogous fashion to that described in Example 152 using 5-bromo-6-((2-hydroxyethyl)(methyl)amino)-N-(4-(trifluoromethoxy)phenyl)nicotinamide (Stage 151.1) and (6-methylpyridin-3-yl)boronic acid. LC-MS (Condition 6) tR=0.91 min, m/z=447.0 [M+H]+. Procedure details: Following the procedure of Example 97, the reaction of 1,2,4-triazole with 2-chloro-6-methyl-4-benzylamino-thieno-[2,3-d]-pyrimidine gives 2-(1,2,4-triazol-1-yl)-6-methyl-4-benzylamino-thieno-[2,3-d]-pyrimidine. As a reaction SMILES: [NH:1]1[CH:5]=[N:4][CH:3]=[N:2]1.Cl[C:7]1[N:8]=[C:9]([NH:17][CH2:18][C:19]2[CH:24]=[CH:23][CH:22]=[CH:21][CH:20]=2)[C:10]2[CH:15]=[C:14]([CH3:16])[S:13][C:11]=2[N:12]=1>>[N:1]1([C:7]2[N:8]=[C:9]([NH:17][CH2:18][C:19]3[CH:24]=[CH:23][CH:22]=[CH:21][CH:20]=3)[C:10]3[CH:15]=[C:14]([CH3:16])[S:13][C:11]=3[N:12]=2)[CH:5]=[N:4][CH:3]=[N:2]1. Reactants: N1N=CN=C1 (1,2,4-triazole), ClC=1N=C(C2=C(N1)SC(=C2)C)NCC2=CC=CC=C2 (2-chloro-6-methyl-4-benzylamino-thieno-[2,3-d]-pyrimidine). Yields the product N1(N=CN=C1)C=1N=C(C2=C(N1)SC(=C2)C)NCC2=CC=CC=C2 (2-(1,2,4-triazol-1-yl)-6-methyl-4-benzylamino-thieno-[2,3-d]-pyrimidine). The reactants are [BH4-].[Na+] (sodium borohydride), ketone, N1(CCCCCC1)CC(=O)C1=CC=C(C=C1)NS(=O)(=O)C (N-[4-[2-(Hexahydro-1H-azepin-1-yl)-1-oxoethyl]phenyl]methanesulfonamide), [BH4-].[Na+] (sodium borohydride), [BH4-].[Na+] (sodium borohydride). Solvent: CCO (EtOH). Reaction conditions: time 2.5 hour. Yields the product N1(CCCCCC1)CC(O)C1=CC=C(C=C1)NS(=O)(=O)C (N-[4-[2-(Hexahydro-1H-azepin-1-yl)-1-hydroxyethyl]phenyl]methanesulfonamide). Reaction SMILES: [N:1]1([CH2:8][C:9]([C:11]2[CH:16]=[CH:15][C:14]([NH:17][S:18]([CH3:21])(=[O:20])=[O:19])=[CH:13][CH:12]=2)=[O:10])[CH2:7][CH2:6][CH2:5][CH2:4][CH2:3][CH2:2]1.[BH4-].[Na+]>CCO>[N:1]1([CH2:8][CH:9]([C:11]2[CH:12]=[CH:13][C:14]([NH:17][S:18]([CH3:21])(=[O:20])=[O:19])=[CH:15][CH:16]=2)[OH:10])[CH2:7][CH2:6][CH2:5][CH2:4][CH2:3][CH2:2]1 |f:1.2|. Reported procedure: To a nitrogen covered mixture of 1.39 g (4.01 mmol) of the ketone, N-[4-[2-(Hexahydro-1H-azepin-1-yl)-1-oxoethyl]phenyl]methanesulfonamide from Preparation 7 in 25 ml of absolute EtOH, cooled in a cold bath is added 0.332 g (8.78 mmol) of sodium borohydride in portions over 10 min. Stirring is continued in the cold for 15 min and at ambient temperature for 2.5 hrs and an additional 0.193 g (5.10 mmol) of sodium borohydride is added. After stirring for an additional 1.5 hrs at ambient temperature... Reactants: CSCCC(NC(=O)OC(C)(C)C)C(=O)O, CC(C)COC(=O)Cl, CN1CCOCC1, CCOC(C)=O, Cl, COC(=O)C12CC3CC(CC(N)(C3)C1C(=O)C(Cc1ccccc1)NC(=O)CN)C2, C1CCOC1. Yields the product COC(=O)C12CC3CC(CC(N)(C3)C1C(=O)C(Cc1ccccc1)NC(=O)CNC(=O)C(CCSC)NC(=O)OC(C)(C)C)C2. RXN SMILES: [C:1](=[O:2])([O:3][C:4]([CH3:5])([CH3:6])[CH3:7])[NH:8][CH:9]([CH2:10][CH2:11][S:12][CH3:13])[C:14](=[O:15])[OH:16].[CH2:24]([O:25][C:26]([Cl:27])=[O:28])[CH:29]([CH3:30])[CH3:31].[CH3:17][N:18]1[CH2:19][CH2:20][O:21][CH2:22][CH2:23]1.[CH3:68][CH2:69][O:70][C:71](=[O:72])[CH3:73].[ClH:32].[NH2:33][CH2:34][C:35](=[O:36])[NH:37][CH:38]([CH2:39][c:40]1[cH:41][cH:42][cH:43][cH:44][cH:45]1)[C:46](=[O:47])[CH:48]1[C:49]2([C:59](=[O:60])[O:61][CH3:62])[CH2:50][CH:51]3[CH2:52][CH:53]([CH2:54][C:55]1([NH2:57])[CH2:56]3)[CH2:58]2.[O:63]1[CH2:64][CH2:65][CH2:66][CH2:67]1>>[C:1](=[O:2])([O:3][C:4]([CH3:5])([CH3:6])[CH3:7])[NH:8][CH:9]([CH2:10][CH2:11][S:12][CH3:13])[C:14](=[O:16])[NH:33][CH2:34][C:35](=[O:36])[NH:37][CH:38]([CH2:39][c:40]1[cH:41][cH:42][cH:43][cH:44][cH:45]1)[C:46](=[O:47])[CH:48]1[C:49]2([C:59](=[O:60])[O:61][CH3:62])[CH2:50][CH:51]3[CH2:52][CH:53]([CH2:54][C:55]1([NH2:57])[CH2:56]3)[CH2:58]2. The reactants are CC(=O)Nc1nc2c(Oc3cc(-c4ccc(C(F)(F)F)cc4NC(=O)C4CCCCN4)ncn3)cccc2s1, CC(C)=O. Yields the product CC(=O)Nc1nc2c(Oc3cc(-c4ccc(C(F)(F)F)cc4NC(=O)C4CCCCN4C(C)C)ncn3)cccc2s1. RXN SMILES: [C:1]([CH3:2])(=[O:3])[NH:4][c:5]1[s:6][c:7]2[c:8]([n:9]1)[c:10]([O:14][c:15]1[cH:16][c:17](-[c:21]3[c:22]([NH:31][C:32](=[O:33])[CH:34]4[NH:35][CH2:36][CH2:37][CH2:38][CH2:39]4)[cH:23][c:24]([C:27]([F:28])([F:29])[F:30])[cH:25][cH:26]3)[n:18][cH:19][n:20]1)[cH:11][cH:12][cH:13]2.[CH3:40][C:41]([CH3:42])=[O:43]>>[C:1]([CH3:2])(=[O:3])[NH:4][c:5]1[s:6][c:7]2[c:8]([n:9]1)[c:10]([O:14][c:15]1[cH:16][c:17](-[c:21]3[c:22]([NH:31][C:32](=[O:33])[CH:34]4[N:35]([CH:41]([CH3:40])[CH3:42])[CH2:36][CH2:37][CH2:38][CH2:39]4)[cH:23][c:24]([C:27]([F:28])([F:29])[F:30])[cH:25][cH:26]3)[n:18][cH:19][n:20]1)[cH:11][cH:12][cH:13]2. Starting materials: COC(C(CC(=O)OCC=CC1=CC=CC=C1)=O)OC ((3-phenyl-2-propene-1-yl) 4,4-dimethoxy-3-oxobutyrate), ClC=1C=C(C=O)C=CC1 (3-chlorobenzaldehyde), N1CCCCC1 (piperidine), N\C(=C/C(=O)OCCC#N)\C (2-cyanoethyl 3-aminocrotonate). Solvent: CC(C)O (2-propanol), CC(C)O (2-propanol), C1=CC=CC=C1 (benzene), O (water). Product: ClC=1C=C(C=CC1)C1C(=C(NC(=C1C(=O)OCCC#N)C)C(OC)OC)C(=O)OCC=CC1=CC=CC=C1 (3-(3-phenyl-2-propene-1-yl) 5-(2-cyanoethyl) 4-(3-chlorophenyl)-2-dimethoxylmethyl-6-methyl-1,4-dihydropyridine-3,5-dicarboxylate). As a reaction SMILES: [CH3:1][O:2][CH:3]([O:19][CH3:20])[C:4](=O)[CH2:5][C:6]([O:8][CH2:9][CH:10]=[CH:11][C:12]1[CH:17]=[CH:16][CH:15]=[CH:14][CH:13]=1)=[O:7].[Cl:21][C:22]1[CH:23]=[C:24]([CH:27]=[CH:28][CH:29]=1)[CH:25]=O.N1CCCCC1.[NH2:36]/[C:37](/[CH3:46])=[CH:38]\[C:39]([O:41][CH2:42][CH2:43][C:44]#[N:45])=[O:40]>C1C=CC=CC=1.CC(O)C.O>[Cl:21][C:22]1[CH:23]=[C:24]([CH:25]2[C:38]([C:39]([O:41][CH2:42][CH2:43][C:44]#[N:45])=[O:40])=[C:37]([CH3:46])[NH:36][C:4]([CH:3]([O:19][CH3:20])[O:2][CH3:1])=[C:5]2[C:6]([O:8][CH2:9][CH:10]=[CH:11][C:12]2[CH:17]=[CH:16][CH:15]=[CH:14][CH:13]=2)=[O:7])[CH:27]=[CH:28][CH:29]=1. Reported procedure: 2.09 g (7.5 mmol) of (3-phenyl-2-propene-1-yl) 4,4-dimethoxy-3-oxobutyrate, 0.85 ml (7.5 mmol) of 3-chlorobenzaldehyde and 0.1 ml of piperidine were heated under reflux in 7.5 ml of benzene overnight while water was removed. The reaction liquid was washed was water and dried over anhydrous sodium sulfate. The solvent was distilled under reduced pressure, and the residue was heated together with 1.16 g (7.5 mmol) of 2-cyanoethyl 3-aminocrotonate at 70° C. in 37.5 ml of 2-propanol under stirring f...